From a dataset of the Open Reaction Database (ORD), a public repository of structured organic reaction records. describe an organic reaction: reactants, conditions, products, and yield The reactants are C(C)(C)(C)OC(=O)[C@H](C(=O)N1CCC=2C(=CC(=CC12)C1=CC=NC=C1)C(=O)OC)CC1=CC=CC=C1 ((S)-methyl 1-(2-(tert-butoxycarbonyl)-3-phenylpropanoyl)-6-(pyridin-4-yl)indoline-4-carboxylate), NN (hydrazine). The solvent is CCO (EtOH). Product: C(C)(C)(C)OC(=O)[C@H](C(=O)N1CCC=2C(=CC(=CC12)C1=CC=NC=C1)C(=O)NN)CC1=CC=CC=C1 ((S)-1-(2-(tert-Butoxycarbonyl)-3-phenylpropanoyl)-6-(pyridin-4-yl)indoline-4-carbohydrazide). Isolated yield 75.6%. As a reaction SMILES: [C:1]([O:5][C:6]([C@@H:8]([CH2:30][C:31]1[CH:36]=[CH:35][CH:34]=[CH:33][CH:32]=1)[C:9]([N:11]1[C:19]2[CH:18]=[C:17]([C:20]3[CH:25]=[CH:24][N:23]=[CH:22][CH:21]=3)[CH:16]=[C:15]([C:26]([O:28]C)=O)[C:14]=2[CH2:13][CH2:12]1)=[O:10])=[O:7])([CH3:4])([CH3:3])[CH3:2].[NH2:37][NH2:38]>CCO>[C:1]([O:5][C:6]([C@@H:8]([CH2:30][C:31]1[CH:32]=[CH:33][CH:34]=[CH:35][CH:36]=1)[C:9]([N:11]1[C:19]2[CH:18]=[C:17]([C:20]3[CH:25]=[CH:24][N:23]=[CH:22][CH:21]=3)[CH:16]=[C:15]([C:26]([NH:37][NH2:38])=[O:28])[C:14]=2[CH2:13][CH2:12]1)=[O:10])=[O:7])([CH3:3])([CH3:2])[CH3:4]. Reported procedure: To (S)-methyl 1-(2-(tert-butoxycarbonyl)-3-phenylpropanoyl)-6-(pyridin-4-yl)indoline-4-carboxylate 58.A (339 mg, 0.68 mmol, prepared as in example 54.1) was added 4 mL EtOH and hydrazine (0.3 mL, 0.96 mmol). The reaction was refluxed overnight and concentrated. Silica gel purification afforded 250 mg (74%) product 58.B. The reactants are CC(Br)C(C)Cc1ccc(C(C)(C)C)cc1, C1CCNCC1, OCCO, Cl. Yields the product CC(Cc1ccc(C(C)(C)C)cc1)C(C)N1CCCCC1. RXN SMILES: [C:1]([CH3:2])([CH3:3])([CH3:4])[c:5]1[cH:6][cH:7][c:8]([CH2:11][CH:12]([CH:13]([CH3:14])[Br:15])[CH3:16])[cH:9][cH:10]1.[CH2:17]1[CH2:18][CH2:19][NH:20][CH2:21][CH2:22]1.[CH2:24]([OH:25])[CH2:26][OH:27].[ClH:23]>>[C:1]([CH3:2])([CH3:3])([CH3:4])[c:5]1[cH:6][cH:7][c:8]([CH2:11][CH:12]([CH:13]([CH3:14])[N:20]2[CH2:19][CH2:18][CH2:17][CH2:22][CH2:21]2)[CH3:16])[cH:9][cH:10]1. The reactants are BrC=1C=C(C=CC1)SC(C(=O)N)C ((3-Bromo-phenylsulfanyl)-propionamide), CNC (dimethyl-amine), C(=O)(O)C1=CC=C(C=C1)B(O)O (4-carboxy-benzeneboronic acid), C([O-])([O-])=O.[K+].[K+] (potassium carbonate). Reagents/catalysts: C1(=CC=CC=C1)P(C1=CC=CC=C1)(C1=CC=CC=C1)[Pd](P(C1=CC=CC=C1)(C1=CC=CC=C1)C1=CC=CC=C1)(P(C1=CC=CC=C1)(C1=CC=CC=C1)C1=CC=CC=C1)P(C1=CC=CC=C1)(C1=CC=CC=C1)C1=CC=CC=C1 (tetrakis-triphenylphosphino-palladium). Run in O1CCOCC1 (dioxane), O (water), O (water). The product is C(N)(=O)C(C)SC=1C=C(C=CC1)C1=CC=C(C=C1)C(=O)O (3′-(1-Carbamoyl-ethylsulfanyl)-biphenyl-4-carboxylic acid). As a reaction SMILES: Br[C:2]1[CH:3]=[C:4]([S:8][CH:9]([CH3:13])[C:10]([NH2:12])=[O:11])[CH:5]=[CH:6][CH:7]=1.CNC.[C:17]([C:20]1[CH:25]=[CH:24][C:23](B(O)O)=[CH:22][CH:21]=1)([OH:19])=[O:18].C(=O)([O-])[O-].[K+].[K+]>O1CCOCC1.O.C1(P([Pd](P(C2C=CC=CC=2)(C2C=CC=CC=2)C2C=CC=CC=2)(P(C2C=CC=CC=2)(C2C=CC=CC=2)C2C=CC=CC=2)P(C2C=CC=CC=2)(C2C=CC=CC=2)C2C=CC=CC=2)(C2C=CC=CC=2)C2C=CC=CC=2)C=CC=CC=1>[C:10]([CH:9]([S:8][C:4]1[CH:3]=[C:2]([C:23]2[CH:24]=[CH:25][C:20]([C:17]([OH:19])=[O:18])=[CH:21][CH:22]=2)[CH:7]=[CH:6][CH:5]=1)[CH3:13])(=[O:11])[NH2:12] |f:3.4.5|. Procedure details: 1.0 g 2 (3-Bromo-phenoxy)-ethyl]-dimethyl-amine, 0.694 g of 4-carboxy-benzeneboronic acid, and 2.86 g potassium carbonate were stirred in a mixture of 5 ml dioxane and 5 ml water. 0.478 g tetrakis-triphenylphosphino-palladium were added under nitrogen atmosphere and the mixture was heated 85 C for 14 hrs. The mixture was diluted with 15 ml water and filtered. The filtrate was adjusted to pH 2 with conc. HCl and the precipitated product isolated by filtration. The reactants are OBO, O=C([O-])[O-], CCO, COCCOC, Clc1ccnc(Cl)n1, [Na+], [Na+], O, c1ccccc1, c1ccc(P(c2ccccc2)(c2ccccc2)[Pd](P(c2ccccc2)(c2ccccc2)c2ccccc2)(P(c2ccccc2)(c2ccccc2)c2ccccc2)P(c2ccccc2)(c2ccccc2)c2ccccc2)cc1. The product is Clc1nccc(-c2ccccc2)n1. As a reaction SMILES: [BH:9]([OH:10])[OH:11].[C:18](=[O:19])([O-:20])[O-:21].[CH3:24][CH2:25][OH:26].[CH3:27][O:28][CH2:29][CH2:30][O:31][CH3:32].[Cl:1][c:2]1[n:3][cH:4][cH:5][c:6]([Cl:8])[n:7]1.[Na+:22].[Na+:23].[OH2:33].[cH:12]1[cH:13][cH:14][cH:15][cH:16][cH:17]1.[cH:34]1[cH:35][cH:36][c:37]([P:38]([Pd:39]([P:40]([c:41]2[cH:42][cH:43][cH:44][cH:45][cH:46]2)([c:47]2[cH:48][cH:49][cH:50][cH:51][cH:52]2)[c:53]2[cH:54][cH:55][cH:56][cH:57][cH:58]2)([P:59]([c:60]2[cH:61][cH:62][cH:63][cH:64][cH:65]2)([c:66]2[cH:67][cH:68][cH:69][cH:70][cH:71]2)[c:72]2[cH:73][cH:74][cH:75][cH:76][cH:77]2)[P:78]([c:79]2[cH:80][cH:81][cH:82][cH:83][cH:84]2)([c:85]2[cH:86][cH:87][cH:88][cH:89][cH:90]2)[c:91]2[cH:92][cH:93][cH:94][cH:95][cH:96]2)([c:97]2[cH:98][cH:99][cH:100][cH:101][cH:102]2)[c:103]2[cH:104][cH:105][cH:106][cH:107][cH:108]2)[cH:109][cH:110]1>>[Cl:1][c:2]1[n:3][cH:4][cH:5][c:6](-[c:12]2[cH:13][cH:14][cH:15][cH:16][cH:17]2)[n:7]1. The reactants are CN=C=O, CCOC(C)=O, CO, COc1ccn2c(C)c(CCc3ccc(N)c(O)c3)nc2c1, C1CCOC1. The product is CNC(=O)Nc1ccc(CCc2nc3cc(OC)ccn3c2C)cc1O. RXN SMILES: [CH3:23][N:24]=[C:25]=[O:26].[CH3:27][CH2:28][O:29][C:30](=[O:31])[CH3:32].[CH3:38][OH:39].[NH2:1][c:2]1[c:3]([OH:22])[cH:4][c:5]([CH2:8][CH2:9][c:10]2[n:11][c:12]3[n:13]([cH:14][cH:15][c:16]([O:18][CH3:19])[cH:17]3)[c:20]2[CH3:21])[cH:6][cH:7]1.[O:33]1[CH2:34][CH2:35][CH2:36][CH2:37]1>>[NH:1]([c:2]1[c:3]([OH:22])[cH:4][c:5]([CH2:8][CH2:9][c:10]2[n:11][c:12]3[n:13]([cH:14][cH:15][c:16]([O:18][CH3:19])[cH:17]3)[c:20]2[CH3:21])[cH:6][cH:7]1)[C:25]([NH:24][CH3:23])=[O:26].